From a dataset of the Open Reaction Database (ORD), a public repository of structured organic reaction records. describe an organic reaction: reactants, conditions, products, and yield The reactants are CC(C)(C)C(O)c1cccc(Br)c1, C[Si](C)(C)n1ccnc1, C1CCOC1. The product is CC(C)(C)C(O[Si](C)(C)C)c1cccc(Br)c1. As a reaction SMILES: [Br:10][c:11]1[cH:12][c:13]([CH:17]([C:18]([CH3:19])([CH3:20])[CH3:21])[OH:22])[cH:14][cH:15][cH:16]1.[CH3:1][Si:2]([n:3]1[cH:4][cH:5][n:6][cH:7]1)([CH3:8])[CH3:9].[O:23]1[CH2:24][CH2:25][CH2:26][CH2:27]1>>[CH3:1][Si:2]([CH3:8])([CH3:9])[O:22][CH:17]([c:13]1[cH:12][c:11]([Br:10])[cH:16][cH:15][cH:14]1)[C:18]([CH3:19])([CH3:20])[CH3:21]. Starting materials: C12CC(CC(CC1)O2)=O (8-oxa-bicyclo[3.2.1]octan-3-one), C[Si](C)(C)[N-][Si](C)(C)C.[Na+] (sodium bis(trimethylsilyl)amide), [Cl-].COC[P+](C1=CC=CC=C1)(C1=CC=CC=C1)C1=CC=CC=C1 ((methoxymethyl)triphenylphosphonium chloride). Run in C1CCOC1 (THF), C1CCOC1 (THF), C1CCOC1 (THF). Run at time 0.5 hour. Product: COC=C1CC2CCC(C1)O2 (3-Methoxymethylene-8-oxa-bicyclo[3.2.1]octane), oil. Yield: 72.5%. As a reaction SMILES: C[Si]([N-][Si](C)(C)C)(C)C.[Na+].[Cl-].[CH3:12][O:13][CH2:14][P+](C1C=CC=CC=1)(C1C=CC=CC=1)C1C=CC=CC=1.[CH:34]12[O:41][CH:38]([CH2:39][CH2:40]1)[CH2:37][C:36](=O)[CH2:35]2>C1COCC1>[CH3:12][O:13][CH:14]=[C:36]1[CH2:37][CH:38]2[O:41][CH:34]([CH2:40][CH2:39]2)[CH2:35]1 |f:0.1,2.3|. Procedure details: A solution of sodium bis(trimethylsilyl)amide 1M in THF (24.48 ml, 24.48 mmol) was added drop wise to a suspension of (methoxymethyl)triphenylphosphonium chloride (8.39 g, 24.48 mmol) in THF (98 ml) at −40° C. Stirring was continued for 0.5 h at −40° C. and then the solution of 8-oxa-bicyclo[3.2.1]octan-3-one [CAS #77745-32-5] (1.93 g, 15.3 mmol) in THF (20 ml) was added at −40° C. The suspension was allowed to warm to RT and stirring was continued for 6 h. The reaction mixture was quenched with... Reactants: C(CCC)OC1=NC(=C2N=C(N(C2=N1)CCC1CNCCC1)OC)N (2-(butyloxy)-8-(methyloxy)-9-[2-(3-piperidinyl)ethyl]-9H-purin-6-amine), ICC (1-iodoethane). Yields the product NC1=C2NC(N(C2=NC(=N1)OCCCC)CCC1CN(CCC1)CC)=O (6-Amino-2-(butyloxy)-9-[2-(1-ethyl-3-piperidinyl)ethyl]-7,9-dihydro-8H-purin-8-one). Reaction SMILES: [CH2:1]([O:5][C:6]1[N:14]=[C:13]2[C:9]([N:10]=[C:11]([O:23]C)[N:12]2[CH2:15][CH2:16][CH:17]2[CH2:22][CH2:21][CH2:20][NH:19][CH2:18]2)=[C:8]([NH2:25])[N:7]=1)[CH2:2][CH2:3][CH3:4].I[CH2:27][CH3:28]>>[NH2:25][C:8]1[N:7]=[C:6]([O:5][CH2:1][CH2:2][CH2:3][CH3:4])[N:14]=[C:13]2[C:9]=1[NH:10][C:11](=[O:23])[N:12]2[CH2:15][CH2:16][CH:17]1[CH2:22][CH2:21][CH2:20][N:19]([CH2:27][CH3:28])[CH2:18]1. Procedure details: Prepared similarly to Example 14 from 2-(butyloxy)-8-(methyloxy)-9-[2-(3-piperidinyl)ethyl]-9H-purin-6-amine and 1-iodoethane. Reactants: NCC1CN(CCC1)C(=O)OC(C)(C)C (3-(aminomethyl)-1-N-Boc-piperidine), TEA, ClC(=O)OCC1=CC=CC=C1 (benzyl chloroformate). The solvent is C1CCOC1 (THF). Reaction conditions: temperature 0 celsius. Yields the product C(C)(C)(C)OC(=O)N1CC(CCC1)CNC(=O)OCC1=CC=CC=C1 (3-(Benzyloxycarbonylamino-methyl)-piperidine-1-carboxylic acid tert-butyl ester). As a reaction SMILES: [NH2:1][CH2:2][CH:3]1[CH2:8][CH2:7][CH2:6][N:5]([C:9]([O:11][C:12]([CH3:15])([CH3:14])[CH3:13])=[O:10])[CH2:4]1.Cl[C:17]([O:19][CH2:20][C:21]1[CH:26]=[CH:25][CH:24]=[CH:23][CH:22]=1)=[O:18]>C1COCC1>[C:12]([O:11][C:9]([N:5]1[CH2:6][CH2:7][CH2:8][CH:3]([CH2:2][NH:1][C:17]([O:19][CH2:20][C:21]2[CH:26]=[CH:25][CH:24]=[CH:23][CH:22]=2)=[O:18])[CH2:4]1)=[O:10])([CH3:15])([CH3:14])[CH3:13]. Procedure details: To a stirred solution of 3-(aminomethyl)-1-N-Boc-piperidine (1.64 g, 7.65 mmol) and TEA (1.6 mL, 11 mmol) in THF (5 mL) at 0° C., benzyl chloroformate (1.15 mL, 8.04 mmol) was added dropwise. The reaction was maintained at 0° C. for 1 h, then warmed to RT overnight. The solvent was evaporated in vacuo. The residue was taken up in a saturated solution of NH4Cl (aq) (15 mL) and extracted with EtOAc (10 mL). The organic layer was separated, dried over MgSO4, filtered and the solvent was evaporated ... Reactants: C1(=CC=CC=C1)O (phenol), CC(=CC(=O)Cl)C (dimethylacryloyl chloride). The solvent is C1CCOC1 (THF), C1CCOC1 (THF). Conditions: time 2.5 hour. Yields the product CC(=CC(=O)OC1=CC=CC=C1)C (Phenyl 3,3-dimethylacrylate). Reaction SMILES: [C:1]1([OH:7])[CH:6]=[CH:5][CH:4]=[CH:3][CH:2]=1.[CH3:8][C:9]([CH3:14])=[CH:10][C:11](Cl)=[O:12]>C1COCC1>[CH3:8][C:9]([CH3:14])=[CH:10][C:11]([O:7][C:1]1[CH:6]=[CH:5][CH:4]=[CH:3][CH:2]=1)=[O:12]. Procedure: To an ice bath cooled solution of 1.29 g (54 mmol) of NaH (obtained from a 60% suspension in mineral oil by 3×10 ml hexane wash) in 20 ml of dry THF was added slowly under oxygen a solution of 5 g (53 mmol) of phenol in 50 ml of dry THF. The mixture was then treated with a solution of 7 g (59 mmol) of dimethylacryloyl chloride in 30 ml of dry THF. The cooling bath was then removed and the mixture was stirred for a further 2.5 h. The reaction mixture was then poured into 150 ml of water containin... The reactants are BrC1=CC=C(C=C1)C(C)NC(C)=O (N-(1-(4-bromophenyl)ethyl)acetamide), N,N″-dimethyl-ethylendiamine, [Na+].[I-] (NaI). The reagents and catalysts are [Cu]I (CuI). Solvent: O1CCOCC1 (1,4-dioxane). Conditions: temperature 120 celsius, time 3 day. Product: IC1=CC=C(C=C1)C(C)NC(C)=O (N-(1-(4-iodophenyl)ethyl)acetamide). Reaction SMILES: Br[C:2]1[CH:7]=[CH:6][C:5]([CH:8]([NH:10][C:11](=[O:13])[CH3:12])[CH3:9])=[CH:4][CH:3]=1.[Na+].[I-:15]>O1CCOCC1.[Cu]I>[I:15][C:2]1[CH:7]=[CH:6][C:5]([CH:8]([NH:10][C:11](=[O:13])[CH3:12])[CH3:9])=[CH:4][CH:3]=1 |f:1.2|. Procedure: To 8.70 g (35.9 mmol) N-(1-(4-bromophenyl)ethyl)acetamide (III.2) in 100 mL 1,4-dioxane are added 0.69 g (3.62 mmol) CuI, 0.97 mL (9.11 mmol) N,N″-dimethyl-ethylendiamine and 10.8 g (71.9 mmol) NaI. The reaction mixture is stirred at 120° C. for 3 d. The mixture is allowed to cool to r.t. and half of the solvent is removed in vacuo. EtOAc and diluted aq. ammonia solution are added and the layers are separated. The aq. layer is once more extracted with EtOAc. The organic layers are combined, drie...